describe an organic reaction: reactants, conditions, products, and yield From a dataset of the Open Reaction Database (ORD), a public repository of structured organic reaction records. The reactants are Cl.Cl.Cl.FC1=C(N=CC2=CC=CC=C12)C=1C(=NC=C(C1)C=1C=NN(C1)C1CCNCC1)N (3-(4-fluoroisoquinolin-3-yl)-5-(1-piperidin-4-yl-1H-pyrazol-4-yl)-pyridin-2-ylamine trihydrochloride), C(C)(C)(C)OC(=O)N1CCC(CC1)N1N=CC(=C1)C=1C=NC(=C(C1)C=1N=CC2=C(C=CC(=C2C1)Cl)F)N (4-{4-[6-amino-5-(5-chloro-8-fluoroisoquinolin-3-yl)-pyridin-3-yl]-pyrazol-1-yl}-piperidine-1-carboxylic acid tert-butyl ester). The product is Cl.Cl.Cl.ClC1=C2C=C(N=CC2=C(C=C1)F)C=1C(=NC=C(C1)C=1C=NN(C1)C1CCNCC1)N (3-(5-Chloro-8-fluoroisoquinolin-3-yl)-5-(1-piperidin-4-yl-1H-pyrazol-4-yl)-pyridin-2-ylamine trihydrochloride). As a reaction SMILES: [ClH:1].Cl.Cl.FC1C2C(=CC=CC=2)C=NC=1C1C(N)=NC=C(C2C=NN(C3CCNCC3)C=2)C=1.C(OC([N:40]1[CH2:45][CH2:44][CH:43]([N:46]2[CH:50]=[C:49]([C:51]3[CH:52]=[N:53][C:54]([NH2:69])=[C:55]([C:57]4[N:58]=[CH:59][C:60]5[C:65]([CH:66]=4)=[C:64]([Cl:67])[CH:63]=[CH:62][C:61]=5[F:68])[CH:56]=3)[CH:48]=[N:47]2)[CH2:42][CH2:41]1)=O)(C)(C)C>>[ClH:67].[ClH:1].[ClH:67].[Cl:67][C:64]1[CH:63]=[CH:62][C:61]([F:68])=[C:60]2[C:65]=1[CH:66]=[C:57]([C:55]1[C:54]([NH2:69])=[N:53][CH:52]=[C:51]([C:49]3[CH:48]=[N:47][N:46]([CH:43]4[CH2:42][CH2:41][NH:40][CH2:45][CH2:44]4)[CH:50]=3)[CH:56]=1)[N:58]=[CH:59]2 |f:0.1.2.3,5.6.7.8|. Reported procedure: The procedure for the preparation of 3-(4-fluoroisoquinolin-3-yl)-5-(1-piperidin-4-yl-1H-pyrazol-4-yl)-pyridin-2-ylamine trihydrochloride was followed, except using 4-{4-[6-amino-5-(5-chloro-8-fluoroisoquinolin-3-yl)-pyridin-3-yl]-pyrazol-1-yl}-piperidine-1-carboxylic acid tert-butyl ester in place of 4-{4-[6-amino-5-(4-fluoroisoquinolin-3-yl)-pyridin-3-yl]-pyrazol-1-yl}-piperidine-1-carboxylic acid tert-butyl ester. This afforded the title compound as a yellow solid. 1H NMR (400 MHz, DMSO-d6): ... Starting materials: ClC1=NC(=C2N(C(=NC2=N1)NS(=O)(=O)C1=CC=CC=C1)C)Cl (N1 -(2,6-dichloro-7-methyl-8-purinyl)-benzenesulfonamide), C[O-].[Na+] (sodium methylate). Solvent: CO (methanol). Product: Cl (HCl), ClC1=NC(=C2N(C(=NC2=N1)NS(=O)(=O)C1=CC=CC=C1)C)OC (N1 -(2-chloro-6-methoxy-7-methyl-8-purinyl)-benzenesulfonamide). Isolated yield 81.0%. Reaction SMILES: [Cl:1][C:2]1[N:10]=[C:9]2[C:5]([N:6]([CH3:21])[C:7]([NH:11][S:12]([C:15]3[CH:20]=[CH:19][CH:18]=[CH:17][CH:16]=3)(=[O:14])=[O:13])=[N:8]2)=[C:4](Cl)[N:3]=1.[CH3:23][O-:24].[Na+]>CO>[ClH:1].[Cl:1][C:2]1[N:10]=[C:9]2[C:5]([N:6]([CH3:21])[C:7]([NH:11][S:12]([C:15]3[CH:20]=[CH:19][CH:18]=[CH:17][CH:16]=3)(=[O:14])=[O:13])=[N:8]2)=[C:4]([O:24][CH3:23])[N:3]=1 |f:1.2|. Procedure details: 3.00 g (8.00 mmol) of the sulfonamide prepared in Example 1 and 2.90 g (16.0 mmol) of 30% strength sodium methylate solution were stirred in 50 ml of methanol for 12 hours at room temperature, and then evaporated down in a rotary evaporator. Stirring the residue in H2O and acidifying with dilute HCl gave 2.30 g (81%) of the desired product in the form of colorless crystals (active ingredient 1.002).